Dataset: the Open Reaction Database (ORD), a public repository of structured organic reaction records. Task: describe an organic reaction: reactants, conditions, products, and yield Starting materials: N (ammonia), FC(S(=O)(=O)OS(=O)(=O)C(F)(F)F)(F)F (trifluoromethanesulfonic anhydride), C(C)(=O)OCC1CCC=2N(C3=CC=CC=C3C2C=2C(OC(C2C2=CN(C3=CC=CC=C23)C)=O)=O)C1 (3-[7-(acetoxymethyl)-6,7,8,9-tetrahydropyrido[1,2-a]indol-10-yl]-4-(1-methyl-3-indolyl)furan-2,5-dione), N1=C(C=C(C=C1C)C)C (collidine). Run in ClCCl (dichloromethane), ClCCl (dichloromethane). Conditions: time 2 hour. Yields the product NCC1CCC=2N(C3=CC=CC=C3C2C=2C(NC(C2C2=CN(C3=CC=CC=C23)C)=O)=O)C1 (3-[7-(aminomethyl)-6,7,8,9-tetrahydropyrido[1,2-a]indol-10-yl]-4-(1-methyl-3-indolyl)-1H-pyrrole-2,5-dione). As a reaction SMILES: FC(F)(F)S(OS(C(F)(F)F)(=O)=O)(=O)=O.C(O[CH2:20][CH:21]1[CH2:50][N:25]2[C:26]3[C:31]([C:32]([C:33]4[C:34](=[O:49])O[C:36](=[O:48])[C:37]=4[C:38]4[C:46]5[C:41](=[CH:42][CH:43]=[CH:44][CH:45]=5)[N:40]([CH3:47])[CH:39]=4)=[C:24]2[CH2:23][CH2:22]1)=[CH:30][CH:29]=[CH:28][CH:27]=3)(=O)C.[N:51]1C(C)=CC(C)=CC=1C.[NH3:60]>ClCCl>[NH2:60][CH2:20][CH:21]1[CH2:50][N:25]2[C:26]3[C:31]([C:32]([C:33]4[C:34](=[O:49])[NH:51][C:36](=[O:48])[C:37]=4[C:38]4[C:46]5[C:41](=[CH:42][CH:43]=[CH:44][CH:45]=5)[N:40]([CH3:47])[CH:39]=4)=[C:24]2[CH2:23][CH2:22]1)=[CH:30][CH:29]=[CH:28][CH:27]=3. Procedure: 200 mg of trifluoromethanesulfonic anhydride in 50 ml of dichloromethane were treated at 0° C. under a nitrogen atmosphere with a suspension of 150 mg of the pyrroledione product of Example 9 and 75 mg of collidine in 50 ml of dichloromethane. After 2 hours, 4 ml of 33% aqueous ammonia were added and the mixture was left to warm to room temperature overnight. The mixture was washed with water, dried and evaporated to dryness. The residue was purified by chromatography on silica gel with dichloro... Starting materials: FC(C=1C=C(C=C(C1)C(F)(F)F)[C@@H](C)O[C@H]1OCC[C@H]([C@@H]1C1=CC=C(C=C1)F)CN1CCC2(C(COC2)OC(=O)[C@]23OC([C@](CC2)(C3(C)C)C)=O)CC1)(F)F ((1S,4R)-4,7,7-trimethyl-3-oxo-2-oxa-bicyclo[2.2.1]heptane-1-carboxylic acid (4RS)-8-{(2R,3R,4R)-2-[(1R)-1-(3,5-bis(trifluoromethyl)phenyl)ethoxy]-3-(4-fluorophenyl)-tetrahydropyran-4-ylmethyl}-2-oxa-8-aza-spiro[4.5]dec-4-yl ester), [H-].C(C(C)C)[Al+]CC(C)C (diisobutylaluminium hydride). Run in ClCCl (dichloromethane). Reaction conditions: time 30 minute. The product is FC(C=1C=C(C=C(C1)C(F)(F)F)[C@@H](C)O[C@H]1OCC[C@H]([C@@H]1C1=CC=C(C=C1)F)CN1CCC2([C@@H](COC2)O)CC1)(F)F ((4S)-8-[(2R,3R,4R)-2-[(1R)-1-(3,5-Bis(trifluoromethyl)phenyl)ethoxy]-3-(4-fluorophenyl)-tetrahydropyran-4-yl]methyl-2-oxa-8-aza-spiro[4.5]decan-4-ol). Yield: 25.5%. Reaction SMILES: [F:1][C:2]([F:55])([F:54])[C:3]1[CH:4]=[C:5]([C@H:13]([O:15][C@@H:16]2[C@@H:21]([C:22]3[CH:27]=[CH:26][C:25]([F:28])=[CH:24][CH:23]=3)[C@H:20]([CH2:29][N:30]3[CH2:53][CH2:52][C:33]4([CH2:37][O:36][CH2:35][CH:34]4[O:38]C([C@@]45C(C)(C)[C@@](C)(CC4)C(=O)O5)=O)[CH2:32][CH2:31]3)[CH2:19][CH2:18][O:17]2)[CH3:14])[CH:6]=[C:7]([C:9]([F:12])([F:11])[F:10])[CH:8]=1.[H-].C([Al+]CC(C)C)C(C)C>ClCCl>[F:55][C:2]([F:1])([F:54])[C:3]1[CH:4]=[C:5]([C@H:13]([O:15][C@@H:16]2[C@@H:21]([C:22]3[CH:27]=[CH:26][C:25]([F:28])=[CH:24][CH:23]=3)[C@H:20]([CH2:29][N:30]3[CH2:53][CH2:52][C:33]4([CH2:37][O:36][CH2:35][C@H:34]4[OH:38])[CH2:32][CH2:31]3)[CH2:19][CH2:18][O:17]2)[CH3:14])[CH:6]=[C:7]([C:9]([F:10])([F:11])[F:12])[CH:8]=1 |f:1.2|. Procedure: A solution of (1S,4R)-4,7,7-trimethyl-3-oxo-2-oxa-bicyclo[2.2.1]heptane-1-carboxylic acid (4RS)-8-{(2R,3R,4R)-2-[(1R)-1-(3,5-bis(trifluoromethyl)phenyl)ethoxy]-3-(4-fluorophenyl)-tetrahydropyran-4-ylmethyl}-2-oxa-8-aza-spiro[4.5]dec-4-yl ester (Description 12; 138 mg, 0.175 mmol) in dichloromethane (5 ml) was cooled to −78° C. and diisobutylaluminium hydride (1.5M in toluene, 0.5 ml, 0.75 mmol) added. The reaction was stirred for 30 minutes then quenched by the addition of 2M aqueous sodium hydr... The reactants are CCOC(=O)C(C)(C)Br, O=C([O-])[O-], CCC=Cc1ccc(OCc2ccccc2)cc1O, [Cs+], [Cs+], CN(C)C=O. The product is CCC=Cc1ccc(OCc2ccccc2)cc1OC(C)(C)C(=O)OCC. As a reaction SMILES: [Br:20][C:21]([C:22](=[O:23])[O:24][CH2:25][CH3:26])([CH3:27])[CH3:28].[C:29](=[O:30])([O-:31])[O-:32].[CH2:1]([c:2]1[cH:3][cH:4][cH:5][cH:6][cH:7]1)[O:8][c:9]1[cH:10][cH:11][c:12]([CH:16]=[CH:17][CH2:18][CH3:19])[c:13]([OH:15])[cH:14]1.[Cs+:33].[Cs+:34].[O:35]=[CH:36][N:37]([CH3:38])[CH3:39]>>[CH2:1]([c:2]1[cH:3][cH:4][cH:5][cH:6][cH:7]1)[O:8][c:9]1[cH:10][cH:11][c:12]([CH:16]=[CH:17][CH2:18][CH3:19])[c:13]([O:15][C:21]([C:22](=[O:23])[O:24][CH2:25][CH3:26])([CH3:27])[CH3:28])[cH:14]1.